Dataset: the Open Reaction Database (ORD), a public repository of structured organic reaction records. Task: describe an organic reaction: reactants, conditions, products, and yield Reactants: CCCCCCCCCCCCCC(=O)OC(CCCCCCCCCCC)CC(=O)O, ClCCCl, CI, ClCCl, NC(CO)COCc1ccccc1. Yields the product CCCCCCCCCCCCCC(=O)OC(CCCCCCCCCCC)CC(=O)NC(CO)COCc1ccccc1. As a reaction SMILES: [C:14]([CH2:15][CH2:16][CH2:17][CH2:18][CH2:19][CH2:20][CH2:21][CH2:22][CH2:23][CH2:24][CH2:25][CH2:26][CH3:27])(=[O:28])[O:29][CH:30]([CH2:31][C:32](=[O:33])[OH:34])[CH2:35][CH2:36][CH2:37][CH2:38][CH2:39][CH2:40][CH2:41][CH2:42][CH2:43][CH2:44][CH3:45].[CH2:46]([Cl:47])[CH2:48][Cl:49].[CH3:50][I:51].[Cl:52][CH2:53][Cl:54].[NH2:1][CH:2]([CH2:3][OH:4])[CH2:5][O:6][CH2:7][c:8]1[cH:9][cH:10][cH:11][cH:12][cH:13]1>>[NH:1]([CH:2]([CH2:3][OH:4])[CH2:5][O:6][CH2:7][c:8]1[cH:9][cH:10][cH:11][cH:12][cH:13]1)[C:32]([CH2:31][CH:30]([O:29][C:14]([CH2:15][CH2:16][CH2:17][CH2:18][CH2:19][CH2:20][CH2:21][CH2:22][CH2:23][CH2:24][CH2:25][CH2:26][CH3:27])=[O:28])[CH2:35][CH2:36][CH2:37][CH2:38][CH2:39][CH2:40][CH2:41][CH2:42][CH2:43][CH2:44][CH3:45])=[O:33]. The reactants are N(=[N+]=[N-])CC1=NN2C(N=C(C=C2Cl)C)=N1 (2-Azidomethyl-7-chloro-5-methyl[1.2.4]triazolo-[1,5-a]pyrimidine), NC(=S)N (thiourea). Solvent: C(C)O (ethanol). Run at time 30 minute. Yields the product N(=[N+]=[N-])CC1=NN2C(N=C(C=C2S)C)=N1 (2-azidomethyl-5methyl[1.2.4]triazolo[1,5-a]pyrimidine-7-thiol). Yield: 93.6%. RXN SMILES: [N:1]([CH2:4][C:5]1[N:15]=[C:8]2[N:9]=[C:10]([CH3:14])[CH:11]=[C:12](Cl)[N:7]2[N:6]=1)=[N+:2]=[N-:3].NC(N)=[S:18]>C(O)C>[N:1]([CH2:4][C:5]1[N:15]=[C:8]2[N:9]=[C:10]([CH3:14])[CH:11]=[C:12]([SH:18])[N:7]2[N:6]=1)=[N+:2]=[N-:3]. Procedure: 2-Azidomethyl-7-chloro-5-methyl[1.2.4]triazolo-[1,5-a]pyrimidine (2.98 g) are suspended in 70 ml of ethanol, treated with 1.1 g of thiourea and heated at reflux for 45 minutes. The reaction mixture is stirred in an ice bath for 30 minutes. The resulting precipitate is filtered off under suction and dried in a vacuum at 40° C. There are obtained 2.76 g of 2-azidomethyl-5methyl[1.2.4]triazolo[1,5-a]pyrimidine-7-thiol as yellow crystals of melting point 214°-215° C. Reactants: BrC=1C=C2[C@@]3(CCSC2=CC1)N=C(OCC3(F)F)N ((R)-6′-bromo-5,5-difluoro-5,6-dihydro spiro[[1,3]oxazine-4,4′-thiochroman]-2-amine), BrC=1C=C2[C@@]3(CCSC2=CC1)N=C(OCC3(F)F)N ((R)-6′-bromo-5,5-difluoro-5,6-dihydro spiro[[1,3]oxazine-4,4′-thiochroman]-2-amine), ClC=1C=C(C=NC1)B(O)O (5-chloropyridin-3-ylboronic acid). Yields the product ClC=1C=C(C=NC1)C=1C=C2[C@@]3(CCSC2=CC1)N=C(OCC3(F)F)N ((R)-6′-(5-Chloropyridin-3-yl)-5,5-difluoro-5,6-dihydrospiro[[1,3]oxazine-4,4′-thiochroman]-2-amine). The yield is 70.0%. RXN SMILES: Br[C:2]1[CH:3]=[C:4]2[C:9](=[CH:10][CH:11]=1)[S:8][CH2:7][CH2:6][C@@:5]12[C:16]([F:18])([F:17])[CH2:15][O:14][C:13]([NH2:19])=[N:12]1.[Cl:20][C:21]1[CH:22]=[C:23](B(O)O)[CH:24]=[N:25][CH:26]=1>>[Cl:20][C:21]1[CH:22]=[C:23]([C:2]2[CH:3]=[C:4]3[C:9](=[CH:10][CH:11]=2)[S:8][CH2:7][CH2:6][C@@:5]23[C:16]([F:18])([F:17])[CH2:15][O:14][C:13]([NH2:19])=[N:12]2)[CH:24]=[N:25][CH:26]=1. Reported procedure: In a manner analogous to that described in Example 19, the cross coupling reaction of (R)-6′-bromo-5,5-difluoro-5,6-dihydrospiro[[1,3]oxazine-4,4′-thiochroman]-2-amine (intermediate B6.9) with 5-chloropyridin-3-ylboronic acid yielded the title compound (70% yield) as a white solid. MS (ISP): m/z=382.0 [M+H]+. The reactants are C12(CC3CC(CC(C1)C3)C2)C=2C=C(C(=O)Cl)C=CC2CC (3-(1-adamantyl)-4-ethylbenzoyl chloride), OC1=CC=C(C(=O)OCC=C)C=C1 (allyl 4-hydroxybenzoate). The product is C12(CC3CC(CC(C1)C3)C2)C=2C=C(C(=O)OC3=CC=C(C(=O)OCC=C)C=C3)C=CC2CC (allyl 4-[3-(1-adamantyl)-4-ethylbenzoyloxy]benzoate). Isolated yield 70.5%. Reaction SMILES: [C:1]12([C:11]3[CH:12]=[C:13]([CH:17]=[CH:18][C:19]=3[CH2:20][CH3:21])[C:14](Cl)=[O:15])[CH2:10][CH:5]3[CH2:6][CH:7]([CH2:9][CH:3]([CH2:4]3)[CH2:2]1)[CH2:8]2.[OH:22][C:23]1[CH:34]=[CH:33][C:26]([C:27]([O:29][CH2:30][CH:31]=[CH2:32])=[O:28])=[CH:25][CH:24]=1>>[C:1]12([C:11]3[CH:12]=[C:13]([CH:17]=[CH:18][C:19]=3[CH2:20][CH3:21])[C:14]([O:22][C:23]3[CH:24]=[CH:25][C:26]([C:27]([O:29][CH2:30][CH:31]=[CH2:32])=[O:28])=[CH:33][CH:34]=3)=[O:15])[CH2:10][CH:5]3[CH2:6][CH:7]([CH2:9][CH:3]([CH2:4]3)[CH2:2]1)[CH2:8]2. Procedure details: In a manner analogous to Example 9(e), by reacting 2.35 g (8.1 mmoles) of 3-(1-adamantyl)-4-ethylbenzoyl chloride with 1.44 g (8.1 mmoles) of allyl 4-hydroxybenzoate, 2.54 g (71% yield) of the expected ester having a melting point of 111°-113° C. are obtained. Starting materials: CS(=O)(=O)c1ccc(CCl)cc1, O=C(c1ccc(O)c(F)c1)N1CCCC1CN1CCCC1. The product is CS(=O)(=O)c1ccc(COc2ccc(C(=O)N3CCCC3CN3CCCC3)cc2F)cc1. As a reaction SMILES: [CH3:22][S:23](=[O:24])(=[O:25])[c:26]1[cH:27][cH:28][c:29]([CH2:30][Cl:31])[cH:32][cH:33]1.[F:1][c:2]1[cH:3][c:4]([C:9](=[O:10])[N:11]2[CH:12]([CH2:16][N:17]3[CH2:18][CH2:19][CH2:20][CH2:21]3)[CH2:13][CH2:14][CH2:15]2)[cH:5][cH:6][c:7]1[OH:8]>>[F:1][c:2]1[cH:3][c:4]([C:9](=[O:10])[N:11]2[CH:12]([CH2:16][N:17]3[CH2:18][CH2:19][CH2:20][CH2:21]3)[CH2:13][CH2:14][CH2:15]2)[cH:5][cH:6][c:7]1[O:8][CH2:30][c:29]1[cH:28][cH:27][c:26]([S:23]([CH3:22])(=[O:24])=[O:25])[cH:33][cH:32]1. Reactants: C1CCOC1, COC(=O)c1ccc(-c2c(N)ccc3c2C(=Cc2[nH]ccc2OC)C(=O)N3)cc1, [Na+], O=C([O-])O, O=C(Cl)Cc1cccs1. Product: COC(=O)c1ccc(-c2c(NC(=O)Cc3cccs3)ccc3c2C(=Cc2[nH]ccc2OC)C(=O)N3)cc1. Reaction SMILES: [CH2:44]1[O:45][CH2:46][CH2:47][CH2:48]1.[CH3:1][O:2][C:3]([c:4]1[cH:5][cH:6][c:7](-[c:10]2[c:11]3[c:15]([cH:16][cH:17][c:18]2[NH2:19])[NH:14][C:13](=[O:20])[C:12]3=[CH:21][c:22]2[nH:23][cH:24][cH:25][c:26]2[O:27][CH3:28])[cH:8][cH:9]1)=[O:29].[Na+:43].[O-:39][C:40]([OH:41])=[O:42].[s:30]1[c:31]([CH2:35][C:36](=[O:37])[Cl:38])[cH:32][cH:33][cH:34]1>>[CH3:1][O:2][C:3]([c:4]1[cH:5][cH:6][c:7](-[c:10]2[c:11]3[c:15]([cH:16][cH:17][c:18]2[NH:19][C:36]([CH2:35][c:31]2[s:30][cH:34][cH:33][cH:32]2)=[O:37])[NH:14][C:13](=[O:20])[C:12]3=[CH:21][c:22]2[nH:23][cH:24][cH:25][c:26]2[O:27][CH3:28])[cH:8][cH:9]1)=[O:29]. Procedure: 1.0 g (0.0082 mol) of 3-bromopropene was added with stirring to a mixture of 2.3 g (0.0075 mol) of 5-amino-4-nitro-1-(3-chloro-5-trifluoromethyl-2-pyridyl)pyrazole, 0.6 g (0.0041 mol) of potassium carbonate and 50 ml of dimethylformamide and it was stirred at 100° C. for 2 hours. After cooling, it was concentrated under reduced pressure and the residue was partitioned between water and methylene chloride. The organic phase was dried, filtered off with suction through silica gel and concentrated,... Run in CN(C=O)C (dimethylformamide). RXN SMILES: Br[CH2:2][CH:3]=[CH2:4].[NH2:5][C:6]1[N:10]([C:11]2[C:16]([Cl:17])=[CH:15][C:14]([C:18]([F:21])([F:20])[F:19])=[CH:13][N:12]=2)[N:9]=[CH:8][C:7]=1[N+:22]([O-:24])=[O:23].C(=O)([O-])[O-].[K+].[K+]>CN(C)C=O>[CH2:2]([NH:5][C:6]1[N:10]([C:11]2[C:16]([Cl:17])=[CH:15][C:14]([C:18]([F:20])([F:21])[F:19])=[CH:13][N:12]=2)[N:9]=[CH:8][C:7]=1[N+:22]([O-:24])=[O:23])[CH:3]=[CH2:4] |f:2.3.4|. Conditions: temperature 100 celsius, time 2 hour. Starting materials: NC1=C(C=NN1C1=NC=C(C=C1Cl)C(F)(F)F)[N+](=O)[O-] (5-amino-4-nitro-1-(3-chloro-5-trifluoromethyl-2-pyridyl)pyrazole), C([O-])([O-])=O.[K+].[K+] (potassium carbonate), BrCC=C (3-bromopropene). The product is C(C=C)NC1=C(C=NN1C1=NC=C(C=C1Cl)C(F)(F)F)[N+](=O)[O-] (5-Allylamino-4-nitro-1-(3-chloro-5-trifluormethyl-2-pyridyl)pyrazole). The reactants are CCCCP(CCCC)CCCC, CCOC(=O)c1sc(N2CCNC2=O)nc1C, OCc1ccc(C(F)F)o1, CN(C)C(=O)N=NC(=O)N(C)C, C1CCOC1. Product: CCOC(=O)c1sc(N2CCN(Cc3ccc(C(F)F)o3)C2=O)nc1C. RXN SMILES: [CH2:28]([P:29]([CH2:30][CH2:31][CH2:32][CH3:33])[CH2:34][CH2:35][CH2:36][CH3:37])[CH2:38][CH2:39][CH3:40].[CH3:1][c:2]1[n:3][c:4]([N:12]2[C:13](=[O:17])[NH:14][CH2:15][CH2:16]2)[s:5][c:6]1[C:7](=[O:8])[O:9][CH2:10][CH3:11].[F:18][CH:19]([c:20]1[cH:21][cH:22][c:23]([CH2:25][OH:26])[o:24]1)[F:27].[N:41]([C:42]([N:43]([CH3:44])[CH3:45])=[O:46])=[N:47][C:48]([N:49]([CH3:50])[CH3:51])=[O:52].[O:53]1[CH2:54][CH2:55][CH2:56][CH2:57]1>>[CH3:1][c:2]1[n:3][c:4]([N:12]2[C:13](=[O:17])[N:14]([CH2:25][c:23]3[cH:22][cH:21][c:20]([CH:19]([F:18])[F:27])[o:24]3)[CH2:15][CH2:16]2)[s:5][c:6]1[C:7](=[O:8])[O:9][CH2:10][CH3:11].